Dataset: the Open Reaction Database (ORD), a public repository of structured organic reaction records. Task: describe an organic reaction: reactants, conditions, products, and yield Starting materials: Cc1c(F)cc(C(=O)O)cc1-n1cc(Br)nc(NC(C)(C)c2ccccc2OCc2ccccc2)c1=O, C1CCOC1, NC1CC1, CC(C)[Mg+], [Cl-], [Cl-], [NH4+]. Product: Cc1c(F)cc(C(=O)NC2CC2)cc1-n1cc(Br)nc(NC(C)(C)c2ccccc2OCc2ccccc2)c1=O. As a reaction SMILES: [Br:1][c:2]1[n:3][c:4]([NH:20][C:21]([CH3:22])([c:23]2[c:24]([O:29][CH2:30][c:31]3[cH:32][cH:33][cH:34][cH:35][cH:36]3)[cH:25][cH:26][cH:27][cH:28]2)[CH3:37])[c:5](=[O:19])[n:6](-[c:8]2[cH:9][c:10]([C:11](=[O:12])[OH:13])[cH:14][c:15]([F:18])[c:16]2[CH3:17])[cH:7]1.[CH2:47]1[O:48][CH2:49][CH2:50][CH2:51]1.[CH:38]1([NH2:41])[CH2:39][CH2:40]1.[CH:43]([Mg+:44])([CH3:45])[CH3:46].[Cl-:42].[Cl-:52].[NH4+:53]>>[Br:1][c:2]1[n:3][c:4]([NH:20][C:21]([CH3:22])([c:23]2[c:24]([O:29][CH2:30][c:31]3[cH:32][cH:33][cH:34][cH:35][cH:36]3)[cH:25][cH:26][cH:27][cH:28]2)[CH3:37])[c:5](=[O:19])[n:6](-[c:8]2[cH:9][c:10]([C:11](=[O:13])[NH:41][CH:38]3[CH2:39][CH2:40]3)[cH:14][c:15]([F:18])[c:16]2[CH3:17])[cH:7]1. Starting materials: N(=NC(C(=O)OC)(C)C)C(C(=O)OC)(C)C (V-601), N(=NC(C(=O)OC)(C)C)C(C(=O)OC)(C)C (V-601), COC=1C=C(C=C)C=CC1OC(C)OCC (3-methoxy-4-(1-ethoxyethoxy)styrene), C(C)(C)(C)OC(C(=C)COCC(C(=O)[O-])=C)=O ((tert-butyl)-2,2′-[oxybis(methylene)]bis-2-propenoate). Solvent: CCCCCC (hexane), O1CCCC1 (tetrahydrofuran), O1CCCC1 (tetrahydrofuran), CCCCCC (hexane). Run at temperature 65 celsius. Product: COC=1C=C(C=C)C=CC1OC(C)OCC.C(C)(C)(C)OC(C(=C)COCC(C(=O)[O-])=C)=O (3-methoxy-4-(1-ethoxyethoxy)styrene (tert-butyl)-2,2′-[oxybis(methylene)]bis-2-propenoate). The yield is 113.1%. Reaction SMILES: [CH3:1][O:2][C:3]1[CH:4]=[C:5]([CH:8]=[CH:9][C:10]=1[O:11][CH:12]([O:14][CH2:15][CH3:16])[CH3:13])[CH:6]=[CH2:7].[C:17]([O:21][C:22](=[O:33])[C:23]([CH2:25][O:26][CH2:27][C:28](=[CH2:32])[C:29]([O-:31])=[O:30])=[CH2:24])([CH3:20])([CH3:19])[CH3:18].N(C(C)(C)C(OC)=O)=NC(C)(C)C(OC)=O>O1CCCC1.CCCCCC>[CH3:1][O:2][C:3]1[CH:4]=[C:5]([CH:8]=[CH:9][C:10]=1[O:11][CH:12]([O:14][CH2:15][CH3:16])[CH3:13])[CH:6]=[CH2:7].[C:17]([O:21][C:22](=[O:33])[C:23]([CH2:25][O:26][CH2:27][C:28](=[CH2:32])[C:29]([O-:31])=[O:30])=[CH2:24])([CH3:20])([CH3:19])[CH3:18] |f:5.6|. Reported procedure: In a reaction vessel, 133.37 g (0.6 mol) of 3-methoxy-4-(1-ethoxyethoxy)styrene and 119.35 g (0.4 mol) of (tert-butyl)-2,2′-[oxybis(methylene)]bis-2-propenoate were dissolved in 700 ml of tetrahydrofuran. While stirring the resulting solution, a nitrogen gas was passed into the system. Subsequently, 6.91 g (0.03 mol) of polymerization initiator V-601 (produced by Wako Pure Chemical Industries, Ltd.) was added thereto and the reaction solution was heated at 65° C. After stirring under heat for 10...